From a dataset of the Open Reaction Database (ORD), a public repository of structured organic reaction records. describe an organic reaction: reactants, conditions, products, and yield Starting materials: ClC=1C(N(S(C1C1=CC=CC=C1)(=O)=O)CC1=CC=C(C=C1)OC(F)F)=O (4-Chloro-2-[4-(difluoromethoxy)benzyl]-5-phenylisothiazol-3(2H)-one 1,1-dioxide), FC(OC1=CC=C(N)C=C1)F (4-(difluoromethoxy)-aniline). Run in CC#N (MeCN). Yields the product FC(OC1=CC=C(CN2S(C(=C(C2=O)NC2=CC=C(C=C2)OC(F)F)C2=CC=CC=C2)(=O)=O)C=C1)F (2-[4-(Difluoromethoxy)benzyl]-4-{[4-(difluoromethoxy)phenyl]amino}-5-phenylisothiazol-3(2H)-one 1,1-dioxide). RXN SMILES: Cl[C:2]1[C:3](=[O:26])[N:4]([CH2:15][C:16]2[CH:21]=[CH:20][C:19]([O:22][CH:23]([F:25])[F:24])=[CH:18][CH:17]=2)[S:5](=[O:14])(=[O:13])[C:6]=1[C:7]1[CH:12]=[CH:11][CH:10]=[CH:9][CH:8]=1.[F:27][CH:28]([F:37])[O:29][C:30]1[CH:36]=[CH:35][C:33]([NH2:34])=[CH:32][CH:31]=1>CC#N>[F:24][CH:23]([F:25])[O:22][C:19]1[CH:20]=[CH:21][C:16]([CH2:15][N:4]2[C:3](=[O:26])[C:2]([NH:34][C:33]3[CH:35]=[CH:36][C:30]([O:29][CH:28]([F:27])[F:37])=[CH:31][CH:32]=3)=[C:6]([C:7]3[CH:12]=[CH:11][CH:10]=[CH:9][CH:8]=3)[S:5]2(=[O:14])=[O:13])=[CH:17][CH:18]=1. Procedure: 4-Chloro-2-[4-(difluoromethoxy)benzyl]-5-phenylisothiazol-3(2H)-one 1,1-dioxide (80 mg, 0.2 mmol) and 4-(difluoromethoxy)-aniline (64 mg, 0.4 mmol) were mixed in MeCN (2 mL).